Dataset: the Open Reaction Database (ORD), a public repository of structured organic reaction records. Task: describe an organic reaction: reactants, conditions, products, and yield Starting materials: CC(C)C[Al+]CC(C)C, COC(=O)c1nccnc1OC, Cc1ccccc1, [H-]. The product is COc1nccnc1C=O. RXN SMILES: [CH2:14]([Al+:15][CH2:16][CH:17]([CH3:18])[CH3:19])[CH:20]([CH3:21])[CH3:22].[CH3:1][O:2][c:3]1[c:4]([C:9](=[O:10])[O:11][CH3:12])[n:5][cH:6][cH:7][n:8]1.[CH3:23][c:24]1[cH:25][cH:26][cH:27][cH:28][cH:29]1.[H-:13]>>[CH3:1][O:2][c:3]1[c:4]([CH:9]=[O:10])[n:5][cH:6][cH:7][n:8]1.